Dataset: the Open Reaction Database (ORD), a public repository of structured organic reaction records. Task: describe an organic reaction: reactants, conditions, products, and yield Procedure: 2,4,5-Triphenylimidazole (5 g) was added to a suspension of sodium hydride (1.0 g) (50% dispersion in oil, washed with hexane) in dry dimethylformamide (80 ml) under nitrogen. The reaction was stirred at 45° C. for 1 h, cooled and added, over 1 h to a solution of 1,8-dibromo-octane (30 g) in dry dimethylformamide (100 ml) under nitrogen. The reaction was stirred at room temperature for 24 h, water was carefully added and the solvent was removed in vacuo. The residue was dissolved in ethyl acetat... Reactants: BrCCCCCCCCBr (1,8-dibromo-octane), O (water), C1(=CC=CC=C1)C=1NC(=C(N1)C1=CC=CC=C1)C1=CC=CC=C1 (2,4,5-Triphenylimidazole), [H-].[Na+] (sodium hydride). Run in CN(C=O)C (dimethylformamide), CN(C=O)C (dimethylformamide). As a reaction SMILES: [C:1]1([C:7]2[NH:8][C:9]([C:18]3[CH:23]=[CH:22][CH:21]=[CH:20][CH:19]=3)=[C:10]([C:12]3[CH:17]=[CH:16][CH:15]=[CH:14][CH:13]=3)[N:11]=2)[CH:6]=[CH:5][CH:4]=[CH:3][CH:2]=1.[H-].[Na+].[Br:26][CH2:27][CH2:28][CH2:29][CH2:30][CH2:31][CH2:32][CH2:33][CH2:34]Br.O>CN(C)C=O>[Br:26][CH2:27][CH2:28][CH2:29][CH2:30][CH2:31][CH2:32][CH2:33][CH2:34][N:11]1[C:10]([C:12]2[CH:17]=[CH:16][CH:15]=[CH:14][CH:13]=2)=[C:9]([C:18]2[CH:19]=[CH:20][CH:21]=[CH:22][CH:23]=2)[N:8]=[C:7]1[C:1]1[CH:6]=[CH:5][CH:4]=[CH:3][CH:2]=1 |f:1.2|. The yield is 49.9%. Product: BrCCCCCCCCN1C(=NC(=C1C1=CC=CC=C1)C1=CC=CC=C1)C1=CC=CC=C1 (1-(8-bromooctyl)-2,4,5-triphenylimidazole). Run at temperature 45 celsius, time 1 hour. Starting materials: CC1(OCCO1)C=1N=C(SC1)CN1N=CC(=N1)N (2-[4-(2-methyl-[1,3]dioxolan-2-yl)-thiazol-2-ylmethyl]-2H-[1,2,3]triazol-4-ylamine), COC=1C=C(C=CC1)C1=C(N=CO1)C(=O)O (5-(3-methoxy-phenyl)-oxazole-4-carboxylic acid). Reported procedure: Following general procedure A followed by B, starting from 2-[4-(2-methyl-[1,3]dioxolan-2-yl)-thiazol-2-ylmethyl]-2H-[1,2,3]triazol-4-ylamine and 5-(3-methoxy-phenyl)-oxazole-4-carboxylic acid. Product: C(C)(=O)C=1N=C(SC1)CN1N=CC(=N1)NC(=O)C=1N=COC1C1=CC(=CC=C1)OC (5-(3-Methoxy-phenyl)-oxazole-4-carboxylic acid [2-(4-acetyl-thiazol-2-ylmethyl)-2H-[1,2,3]triazol-4-yl]-amide). RXN SMILES: [CH3:1][C:2]1([C:7]2[N:8]=[C:9]([CH2:12][N:13]3[N:17]=[C:16]([NH2:18])[CH:15]=[N:14]3)[S:10][CH:11]=2)[O:6]CCO1.[CH3:19][O:20][C:21]1[CH:22]=[C:23]([C:27]2[O:31][CH:30]=[N:29][C:28]=2[C:32](O)=[O:33])[CH:24]=[CH:25][CH:26]=1>>[C:2]([C:7]1[N:8]=[C:9]([CH2:12][N:13]2[N:17]=[C:16]([NH:18][C:32]([C:28]3[N:29]=[CH:30][O:31][C:27]=3[C:23]3[CH:24]=[CH:25][CH:26]=[C:21]([O:20][CH3:19])[CH:22]=3)=[O:33])[CH:15]=[N:14]2)[S:10][CH:11]=1)(=[O:6])[CH3:1]. Starting materials: N1(CCNCC1)C(=O)OC(C)(C)C (tert-butyl piperazine-1-carboxylate), NC=1C2=C(N=C(N1)CCCC)C(=CN2COCC2=CC=CC=C2)CCCC=O (4-(4-amino-5-((benzyloxy)methyl)-2-butyl-5H-pyrrolo[3,2-d]pyrimidin-7-yl)butanal), C(C)(=O)O[BH-](OC(C)=O)OC(C)=O.[Na+] (sodium triacetoxyborohydride). The solvent is C(Cl)Cl (DCM), ClCCl (dichloromethane). Run at time 1 minute. Yields the product NC=1C2=C(N=C(N1)CCCC)C(=CN2COCC2=CC=CC=C2)CCCCN2CCN(CC2)C(=O)OC(C)(C)C (tert-Butyl 4-(4-(4-amino-5-((benzyloxy)methyl)-2-butyl-5H-pyrrolo[3,2-d]pyrimidin-7-yl)butyl)piperazine-1-carboxylate). Isolated yield 125.9%. Reaction SMILES: [NH2:1][C:2]1[C:3]2[N:14]([CH2:15][O:16][CH2:17][C:18]3[CH:23]=[CH:22][CH:21]=[CH:20][CH:19]=3)[CH:13]=[C:12]([CH2:24][CH2:25][CH2:26][CH:27]=O)[C:4]=2[N:5]=[C:6]([CH2:8][CH2:9][CH2:10][CH3:11])[N:7]=1.[N:29]1([C:35]([O:37][C:38]([CH3:41])([CH3:40])[CH3:39])=[O:36])[CH2:34][CH2:33][NH:32][CH2:31][CH2:30]1.C(O[BH-](OC(=O)C)OC(=O)C)(=O)C.[Na+]>ClCCl>[NH2:1][C:2]1[C:3]2[N:14]([CH2:15][O:16][CH2:17][C:18]3[CH:23]=[CH:22][CH:21]=[CH:20][CH:19]=3)[CH:13]=[C:12]([CH2:24][CH2:25][CH2:26][CH2:27][N:32]3[CH2:33][CH2:34][N:29]([C:35]([O:37][C:38]([CH3:41])([CH3:40])[CH3:39])=[O:36])[CH2:30][CH2:31]3)[C:4]=2[N:5]=[C:6]([CH2:8][CH2:9][CH2:10][CH3:11])[N:7]=1 |f:2.3|. Procedure details: A suspension of 4-(4-amino-5-((benzyloxy)methyl)-2-butyl-5H-pyrrolo[3,2-d]pyrimidin-7-yl)butanal (268 mg, 0.704 mmol) and 4 Å molecular sieves in anhydrous dichloromethane (20 mL) was placed under nitrogen and tert-butyl piperazine-1-carboxylate (262 mg, 1.409 mmol) added. The reaction mixture was stirred at ambient temperature for 1 min then sodium triacetoxyborohydride (299 mg, 1.409 mmol) added and the reaction stirred for a further 30 min, Additional 4 Å molecular sieves were added and the r... Starting materials: ClC1=C(C(=CC=C1)Cl)C1=CC2=C(N=C(N=C2)NC2=CC=NC=C2)N(C1=O)C (6-(2,6-dichlorophenyl)-8-methyl-2-(4-pyridinylamino)pyrido[2,3-d]pyrimidin-7(8H)-one), C1CCOC1 (THF), C1CCOC1 (THF), BrCC=1N(C=C(N1)[N+](=O)[O-])C (2-(bromomethyl)-1-methyl-4-nitro-1H-imidazole), CCN(CC)CCOC1=CC=C(C=C1)NC2=NC=C3C=C(C(=O)N(C3=N2)C)C4=C(C=CC=C4Cl)Cl (PD166285). Solvent: CN1CCCC1=O (NMP). Yields the product [Br-].ClC1=C(C(=CC=C1)Cl)C1=CC2=C(N=C(N=C2)NC2=CC=[N+](C=C2)CC2=C(N=CN2C)[N+](=O)[O-])N(C1=O)C (4-{[6-(2,6-dichlorophenyl)-8-methyl-7-oxo-7,8-dihydropyrido[2,3-d]pyrimidin-2-yl]amino}-1-[(1-methyl-4-nitro-1H-imidazol-5-yl)methyl]pyridinium bromide). The yield is 65.0%. Reaction SMILES: [Cl:1][C:2]1[CH:7]=[CH:6][CH:5]=[C:4]([Cl:8])[C:3]=1[C:9]1[C:25](=[O:26])[N:24]([CH3:27])[C:12]2[N:13]=[C:14]([NH:17][C:18]3[CH:23]=[CH:22][N:21]=[CH:20][CH:19]=3)[N:15]=[CH:16][C:11]=2[CH:10]=1.[CH3:28]CN(CCOC1C=CC(NC2N=C3C(C=C(C4C(Cl)=CC=CC=4Cl)C(N3C)=O)=CN=2)=CC=1)CC.C1COCC1.[Br:68]C[C:70]1[N:71]([CH3:78])[CH:72]=[C:73]([N+:75]([O-:77])=[O:76])[N:74]=1>CN1C(=O)CCC1>[Br-:68].[Cl:8][C:4]1[CH:5]=[CH:6][CH:7]=[C:2]([Cl:1])[C:3]=1[C:9]1[C:25](=[O:26])[N:24]([CH3:27])[C:12]2[N:13]=[C:14]([NH:17][C:18]3[CH:23]=[CH:22][N+:21]([CH2:28][C:72]4[N:71]([CH3:78])[CH:70]=[N:74][C:73]=4[N+:75]([O-:77])=[O:76])=[CH:20][CH:19]=3)[N:15]=[CH:16][C:11]=2[CH:10]=1 |f:5.6|. Procedure: To a stirred solution of 6-(2,6-dichlorophenyl)-8-methyl-2-(4-pyridinylamino)pyrido[2,3-d]pyrimidin-7(8H)-one (PD166285 analogue A; Klutchko et al, J Med Chem, 1998, 41(17), 3276-3292) (200 mg, 0.50 mmol) in dry NMP (3 mL)/THF (200 mL) was added 5-(bromomethyl)-1-methyl-4-nitro-1H-imidazole (105) (133 mg, 0.60 mmol). The resulting solution was then stirred at room temperature for 25 days before THF was removed. The resulting solution was partitioned between EtOAc/water. The aqueous portion was s... Reactants: C(C)(=O)OC(C)Br (1-acetoxy-1-ethyl bromide), C(N)(=O)OCC=1CS[C@H]2N(C1C(=O)O)C([C@H]2NC(\C(\C=2N=C(SC2)NC(C2=CC=CC=C2)(C2=CC=CC=C2)C2=CC=CC=C2)=N/OCC2CC2)=O)=O ((6R,7R)-3-Carbamoyloxymethyl-7-[(Z)-2-cyclopropylmethoxyimino-2-(2-tritylaminothiazol-4-yl)acetamido]ceph-3-em-4-carboxylic acid), C([O-])([O-])=O.[K+].[K+] (potassium carbonate), ice water. Run in CN(C=O)C (N,N-dimethylformamide). Reaction conditions: time 5 minute. Product: C(N)(=O)OCC1=CS[C@H]2N(C1C(=O)OC(C)OC(C)=O)C([C@H]2NC(\C(\C=2N=C(SC2)NC(C2=CC=CC=C2)(C2=CC=CC=C2)C2=CC=CC=C2)=N/OCC2CC2)=O)=O (1-Acetoxy-1-ethyl (6R,7R)-3-carbamoyloxymethyl-7-[(Z)-2-cyclopropylmethoxyimino-2-(2-tritylaminothiazol-4-yl)acetamido]ceph-2-em-4-carboxylate). Isolated yield 68.4%. As a reaction SMILES: [C:1]([O:4][CH2:5][C:6]1[CH2:7][S:8][C@@H:9]2[C@H:16]([NH:17][C:18](=[O:51])/[C:19](=[N:45]\[O:46][CH2:47][CH:48]3[CH2:50][CH2:49]3)/[C:20]3[N:21]=[C:22]([NH:25][C:26]([C:39]4[CH:44]=[CH:43][CH:42]=[CH:41][CH:40]=4)([C:33]4[CH:38]=[CH:37][CH:36]=[CH:35][CH:34]=4)[C:27]4[CH:32]=[CH:31][CH:30]=[CH:29][CH:28]=4)[S:23][CH:24]=3)[C:15](=[O:52])[N:10]2[C:11]=1[C:12]([OH:14])=[O:13])(=[O:3])[NH2:2].C(=O)([O-])[O-].[K+].[K+].[C:59]([O:62][CH:63](Br)[CH3:64])(=[O:61])[CH3:60]>CN(C)C=O>[C:1]([O:4][CH2:5][C:6]1[CH:11]([C:12]([O:14][CH:63]([O:62][C:59](=[O:61])[CH3:60])[CH3:64])=[O:13])[N:10]2[C:15](=[O:52])[C@@H:16]([NH:17][C:18](=[O:51])/[C:19](=[N:45]\[O:46][CH2:47][CH:48]3[CH2:50][CH2:49]3)/[C:20]3[N:21]=[C:22]([NH:25][C:26]([C:39]4[CH:44]=[CH:43][CH:42]=[CH:41][CH:40]=4)([C:27]4[CH:32]=[CH:31][CH:30]=[CH:29][CH:28]=4)[C:33]4[CH:34]=[CH:35][CH:36]=[CH:37][CH:38]=4)[S:23][CH:24]=3)[C@H:9]2[S:8][CH:7]=1)(=[O:3])[NH2:2] |f:1.2.3|. Procedure: (6R,7R)-3-Carbamoyloxymethyl-7-[(Z)-2-cyclopropylmethoxyimino-2-(2-tritylaminothiazol-4-yl)acetamido]ceph-3-em-4-carboxylic acid (1.1 g) was stirred with potassium carbonate (105 mg) in N,N-dimethylformamide (5 ml) with ice water cooling under nitrogen. After five minutes, 1-acetoxy-1-ethyl bromide (300 mg) was added. After one hour at ice-bath temperature and 2.5 hours at 21°, the mixture was partitioned between ethyl acetate and aqueous hydrochloric acid. The aqueous layer was extracted with m... Reactants: NC1=C(C=C(C=C1)N1N=CN=N1)C (2-(4-amino-3-methylphenyl)tetrazole), ICl (iodine monochloride). Yields the product NC1=C(C=C(C=C1C)N1N=CN=N1)I (2-(4-Amino-3-iodo-5-methylphenyl)tetrazole). Reaction SMILES: [NH2:1][C:2]1[CH:7]=[CH:6][C:5]([N:8]2[N:12]=[N:11][CH:10]=[N:9]2)=[CH:4][C:3]=1[CH3:13].[I:14]Cl>>[NH2:1][C:2]1[C:3]([CH3:13])=[CH:4][C:5]([N:8]2[N:12]=[N:11][CH:10]=[N:9]2)=[CH:6][C:7]=1[I:14]. Procedure: The following compound, m.p. 196°-199° was prepared similarly to the previous Preparation using 2-(4-amino-3-methylphenyl)tetrazole and iodine monochloride as the starting materials: ##STR141##